This data is from the Open Reaction Database (ORD), a public repository of structured organic reaction records. The task is: describe an organic reaction: reactants, conditions, products, and yield The reactants are C(C)OC1=C(SC=C1)C(=O)NC=1C(=NN(C1C(=O)N)C)CCC (4-(3-Ethoxythiophene-2-carboxamido)-1-methyl-3-n-propylpyrazole-5-carboxamide), [OH-].[Na+] (NaOH). Run in C(C)O (ethanol), O (water). Conditions: temperature 80 celsius. Yields the product C(C)OC1=C(SC=C1)C=1NC(C2=C(N1)C(=NN2C)CCC)=O (5-(3-Ethoxythiophene-2-yl)-1-methyl-3-n-propyl-6,7-dihydro-1H-pyrazolo-[4,3-d]pyrimidin-7-one). The yield is 57.4%. As a reaction SMILES: [CH2:1]([O:3][C:4]1[CH:8]=[CH:7][S:6][C:5]=1[C:9]([NH:11][C:12]1[C:13]([CH2:21][CH2:22][CH3:23])=[N:14][N:15]([CH3:20])[C:16]=1[C:17]([NH2:19])=[O:18])=O)[CH3:2].[OH-].[Na+]>C(O)C.O>[CH2:1]([O:3][C:4]1[CH:8]=[CH:7][S:6][C:5]=1[C:9]1[NH:19][C:17](=[O:18])[C:16]2[N:15]([CH3:20])[N:14]=[C:13]([CH2:21][CH2:22][CH3:23])[C:12]=2[N:11]=1)[CH3:2] |f:1.2|. Procedure: A mixture of 3 (1.15 g, 3.42 mmol), NaOH (284 mg, 7.1 mmol) in ethanol (11 mL) and water (34 mL) was heated at 80° C. for 65 h. After cooling to r.t. a white precipitate was formed. Filtration and drying under vacuum gave 0.625 g of the product. The filtrate was extracted with CH2Cl2, and the organic phase was washed with 1N HCl and brine, dried with MgSO4. Evaporation of the solvent gave additional product; mp: 151-152° C.; 1H NMR (CDCl3) δ 1.00 (t, J=7 Hz, 3 H), 1.54 (t, J=7 Hz, 3 H), 1.82 (sx...